From a dataset of the Open Reaction Database (ORD), a public repository of structured organic reaction records. describe an organic reaction: reactants, conditions, products, and yield Starting materials: CCCN(CC)C(=O)c1cc(I)cc(C(=O)OC)c1, [Li]CCCC, CCOC(C)=O, [Cl-], [Cl-], C1CCOC1, [Zn+2], c1cocn1. The product is CCCN(CC)C(=O)c1cc(C(=O)OC)cc(-c2ncco2)c1. As a reaction SMILES: [CH2:11]([CH3:12])[N:13]([C:14](=[O:15])[c:16]1[cH:17][c:18]([C:19](=[O:20])[O:21][CH3:22])[cH:23][c:24]([I:26])[cH:25]1)[CH2:27][CH2:28][CH3:29].[CH2:6]([Li:7])[CH2:8][CH2:9][CH3:10].[CH3:35][CH2:36][O:37][C:38](=[O:39])[CH3:40].[Cl-:41].[Cl-:43].[O:30]1[CH2:31][CH2:32][CH2:33][CH2:34]1.[Zn+2:42].[o:1]1[cH:2][n:3][cH:4][cH:5]1>>[o:1]1[c:2](-[c:24]2[cH:23][c:18]([C:19](=[O:20])[O:21][CH3:22])[cH:17][c:16]([C:14]([N:13]([CH2:11][CH3:12])[CH2:27][CH2:28][CH3:29])=[O:15])[cH:25]2)[n:3][cH:4][cH:5]1. Starting materials: OC=1C=C(C=CC1)SCCCC(=O)OCC (ethyl 4-[(3-hydroxyphenyl)sulfanyl]butanoate), C1(=CC=CC=C1)C(C=1C=CC(N(C1)CCO)=O)C1=CC=CC=C1 (5-(diphenylmethyl)-1-(2-hydroxyethyl)pyridin-2(1H)-one), N(=NC(=O)N(C)C)C(=O)N(C)C (1,1′-azobis(N,N-dimethylformamide)), C(CCC)P(CCCC)CCCC (tributylphosphine). Run in C1(=CC=CC=C1)C (toluene), C1(=CC=CC=C1)C (toluene), CCOC(=O)C (EtOAc). Yields the product C1(=CC=CC=C1)C(C=1C=CC(N(C1)CCOC=1C=C(C=CC1)SCCCC(=O)OCC)=O)C1=CC=CC=C1 (ethyl 4-[(3-{2-[5-(diphenylmethyl)-2-oxopyridin-1(2H)-yl]ethoxy}phenyl)sulfanyl]butanoate). Isolated yield 84.1%. As a reaction SMILES: [C:1]1([CH:7]([C:18]2[CH:23]=[CH:22][CH:21]=[CH:20][CH:19]=2)[C:8]2[CH:9]=[CH:10][C:11](=[O:17])[N:12]([CH2:14][CH2:15][OH:16])[CH:13]=2)[CH:6]=[CH:5][CH:4]=[CH:3][CH:2]=1.N(C(N(C)C)=O)=NC(N(C)C)=O.C(P(CCCC)CCCC)CCC.O[C:50]1[CH:51]=[C:52]([S:56][CH2:57][CH2:58][CH2:59][C:60]([O:62][CH2:63][CH3:64])=[O:61])[CH:53]=[CH:54][CH:55]=1>C1(C)C=CC=CC=1.CCOC(C)=O>[C:18]1([CH:7]([C:1]2[CH:2]=[CH:3][CH:4]=[CH:5][CH:6]=2)[C:8]2[CH:9]=[CH:10][C:11](=[O:17])[N:12]([CH2:14][CH2:15][O:16][C:54]3[CH:53]=[C:52]([S:56][CH2:57][CH2:58][CH2:59][C:60]([O:62][CH2:63][CH3:64])=[O:61])[CH:51]=[CH:50][CH:55]=3)[CH:13]=2)[CH:19]=[CH:20][CH:21]=[CH:22][CH:23]=1. Procedure details: To a solution of 5-(diphenylmethyl)-1-(2-hydroxyethyl)pyridin-2(1H)-one (300 mg) in toluene (4.0 mL) were added 1,1′-azobis(N,N-dimethylformamide) (203 mg) and tributylphosphine (291 μL) at ambient temperature. And then to the mixture was added a solution of ethyl 4-[(3-hydroxyphenyl)sulfanyl]butanoate (378 mg) in toluene (2.0 mL) at 0° C. After stirring at ambient temperature for an hour, the reaction mixture was diluted with EtOAc (10 mL). The mixture was washed with water (10 mL) and brine (1... Reactants: Brc1cccc(Br)n1, CN(C)C=O, CC1(C)OB(c2cc(F)ccc2C#N)OC1(C)C, [K+], [K+], [K+], O, O=P([O-])([O-])[O-], c1ccc(P(c2ccccc2)(c2ccccc2)[Pd](P(c2ccccc2)(c2ccccc2)c2ccccc2)(P(c2ccccc2)(c2ccccc2)c2ccccc2)P(c2ccccc2)(c2ccccc2)c2ccccc2)cc1. Product: N#Cc1ccc(F)cc1-c1cccc(Br)n1. RXN SMILES: [Br:1][c:2]1[n:3][c:4]([Br:8])[cH:5][cH:6][cH:7]1.[CH3:35][N:36]([CH3:37])[CH:38]=[O:39].[F:9][c:10]1[cH:11][c:12]([B:18]2[O:19][C:20]([CH3:21])([CH3:22])[C:23]([CH3:24])([CH3:25])[O:26]2)[c:13]([C:14]#[N:15])[cH:16][cH:17]1.[K+:32].[K+:33].[K+:34].[OH2:40].[P:27]([O-:28])([O-:29])([O-:30])=[O:31].[cH:41]1[cH:42][cH:43][c:44]([P:45]([Pd:46]([P:47]([c:48]2[cH:49][cH:50][cH:51][cH:52][cH:53]2)([c:54]2[cH:55][cH:56][cH:57][cH:58][cH:59]2)[c:60]2[cH:61][cH:62][cH:63][cH:64][cH:65]2)([P:66]([c:67]2[cH:68][cH:69][cH:70][cH:71][cH:72]2)([c:73]2[cH:74][cH:75][cH:76][cH:77][cH:78]2)[c:79]2[cH:80][cH:81][cH:82][cH:83][cH:84]2)[P:85]([c:86]2[cH:87][cH:88][cH:89][cH:90][cH:91]2)([c:92]2[cH:93][cH:94][cH:95][cH:96][cH:97]2)[c:98]2[cH:99][cH:100][cH:101][cH:102][cH:103]2)([c:104]2[cH:105][cH:106][cH:107][cH:108][cH:109]2)[c:110]2[cH:111][cH:112][cH:113][cH:114][cH:115]2)[cH:116][cH:117]1>>[c:2]1(-[c:12]2[cH:11][c:10]([F:9])[cH:17][cH:16][c:13]2[C:14]#[N:15])[n:3][c:4]([Br:8])[cH:5][cH:6][cH:7]1. The reactants are C(CCCCCCC\C=C/CCCCCCCC)O (Oleyl alcohol), ClC(Cl)(OC(OC(Cl)(Cl)Cl)=O)Cl (triphosgene), N1=CC=CC=C1 (pyridine). Run in ClCCl (dichloromethane). Yields the product ClC(=O)OCCCCCCCC\C=C/CCCCCCCC (oleyl chloroformate). The yield is 253.0%. As a reaction SMILES: [CH2:1]([OH:19])[CH2:2][CH2:3][CH2:4][CH2:5][CH2:6][CH2:7][CH2:8]/[CH:9]=[CH:10]\[CH2:11][CH2:12][CH2:13][CH2:14][CH2:15][CH2:16][CH2:17][CH3:18].[Cl:20][C:21](Cl)([O:23]C(=O)OC(Cl)(Cl)Cl)Cl.N1C=CC=CC=1>ClCCl>[Cl:20][C:21]([O:19][CH2:1][CH2:2][CH2:3][CH2:4][CH2:5][CH2:6][CH2:7][CH2:8]/[CH:9]=[CH:10]\[CH2:11][CH2:12][CH2:13][CH2:14][CH2:15][CH2:16][CH2:17][CH3:18])=[O:23]. Procedure details: Oleyl alcohol (17.58 g, 65.40 mmol), and triphosgene (6.47 g, 21.80 mmol) were dissolved in 180 ml dichloromethane, stirred and cooled on an ice bath. Anhydrous pyridine (5.17 g of, 65.40 mmol) was added dropwise into the pre-cooled solution. The reaction mixture was stirred for an additional 2 h at room temperature, and then quickly extracted with ice water. The organic layer was combined, dried over Na2SO4 and evaporated to giving crude 18.25 g (84.3% yield) of oleyl chloroformate as liquid. 1... Procedure details: A stirred solution of 9.8 g (0.056 mol) of 3-(3-methylphenyl)thiophene in 250 mL of carbon tetrachloride was heated to reflux, and 0.5 g of benzoyl peroxide was added. Heating was continued, and after five minutes an additional 0.5 g of benzoyl peroxide and 10 g of N-bromosuccinimide were added. Upon complete addition, the reaction mixture was heated under reflux for an additional 2.5 hours, then cooled in an ice-water bath for one hour. The reaction mixture was filtered, and the filter cake was... Run in C(Cl)(Cl)(Cl)Cl (carbon tetrachloride). Reactants: CC=1C=C(C=CC1)C1=CSC=C1 (3-(3-methylphenyl)thiophene), BrN1C(CCC1=O)=O (N-bromosuccinimide). Isolated yield 61.4%. The product is BrCC=1C=C(C=CC1)C1=CSC=C1 (3-(3-bromomethylphenyl)thiophene). Reaction SMILES: [CH3:1][C:2]1[CH:3]=[C:4]([C:8]2[CH:12]=[CH:11][S:10][CH:9]=2)[CH:5]=[CH:6][CH:7]=1.[Br:13]N1C(=O)CCC1=O>C(Cl)(Cl)(Cl)Cl.C(OOC(=O)C1C=CC=CC=1)(=O)C1C=CC=CC=1>[Br:13][CH2:1][C:2]1[CH:3]=[C:4]([C:8]2[CH:12]=[CH:11][S:10][CH:9]=2)[CH:5]=[CH:6][CH:7]=1. Reagents/catalysts: C(C1=CC=CC=C1)(=O)OOC(C1=CC=CC=C1)=O (benzoyl peroxide), C(C1=CC=CC=C1)(=O)OOC(C1=CC=CC=C1)=O (benzoyl peroxide). Product: CC(NC(=O)Cc1cccc(F)c1)C(=O)NC1C(=O)Nc2ccccc2OC1c1ccccc1. Reaction SMILES: [F:34][c:35]1[cH:36][c:37]([CH2:38][C:39]([OH:40])=[O:41])[cH:42][cH:43][cH:44]1.[O:1]=[C:2]1[CH:3]([NH:19][C:20]([CH:21]([NH:22][C:23]([CH2:24][c:25]2[cH:26][cH:27][cH:28][cH:29][cH:30]2)=[O:31])[CH3:32])=[O:33])[CH:4]([c:13]2[cH:14][cH:15][cH:16][cH:17][cH:18]2)[O:5][c:6]2[c:7]([cH:9][cH:10][cH:11][cH:12]2)[NH:8]1>>[O:1]=[C:2]1[CH:3]([NH:19][C:20]([CH:21]([NH:22][C:23]([CH2:24][c:25]2[cH:26][cH:27][cH:28][c:29]([F:34])[cH:30]2)=[O:31])[CH3:32])=[O:33])[CH:4]([c:13]2[cH:14][cH:15][cH:16][cH:17][cH:18]2)[O:5][c:6]2[c:7]([cH:9][cH:10][cH:11][cH:12]2)[NH:8]1. The reactants are O=C(O)Cc1cccc(F)c1, CC(NC(=O)Cc1ccccc1)C(=O)NC1C(=O)Nc2ccccc2OC1c1ccccc1. Reactants: C(C1=CC=CC=C1)(=O)S\C=C/C(=O)O (cis-3-(benzoylthio)propenoic acid), CN(C=O)C (N,N-dimethylformamide), C(C(=O)Cl)(=O)Cl (oxalyl chloride). The solvent is ClCCl (dichloromethane). Product: C(C1=CC=CC=C1)(=O)S\C=C/C(=O)Cl (cis-3-(benzoylthio)propenoyl chloride). Yield: 98.5%. As a reaction SMILES: [C:1]([S:9]/[CH:10]=[CH:11]\[C:12]([OH:14])=O)(=[O:8])[C:2]1[CH:7]=[CH:6][CH:5]=[CH:4][CH:3]=1.CN(C)C=O.C(Cl)(=O)C([Cl:23])=O>ClCCl>[C:1]([S:9]/[CH:10]=[CH:11]\[C:12]([Cl:23])=[O:14])(=[O:8])[C:2]1[CH:7]=[CH:6][CH:5]=[CH:4][CH:3]=1. Procedure: To a mixture of 7.0 g (0.0336 mol) of cis-3-(benzoylthio)propenoic acid and 0.5 ml of N,N-dimethylformamide in 100 ml of dichloromethane under nitrogen was added 2.93 ml (0.0336 mol) of oxalyl chloride. After 12 h the solvents were removed to give 7.5 g (99% yield) of cis-3-(benzoylthio)propenoyl chloride as a pale yellow solid.